From a dataset of the Open Reaction Database (ORD), a public repository of structured organic reaction records. describe an organic reaction: reactants, conditions, products, and yield Starting materials: BrC=1C=C2CN(C(C2=C(C1)C)=O)CC1=CC=C(C=C1)OC(F)(F)F (5-bromo-7-methyl-2-(4-trifluoromethoxy-benzyl)-2,3-dihydro-isoindol-1-one), CN1CCN(CC1)CCO (2-(4-methyl-piperazin-1yl)-ethanol), C(=O)([O-])[O-].[Cs+].[Cs+] (Cs2CO3), C(Cl)(Cl)Cl.CO (CHCl3 MeOH). The reagents and catalysts are CC(=O)[O-].CC(=O)[O-].[Pd+2] (Pd(OAc)2). Solvent: C1(=CC=CC=C1)C (toluene). Run at temperature 100 celsius, time 24 hour. The product is CC=1C=C(C=C2CN(CC12)CC1=CC=C(C=C1)OC(F)(F)F)OCCN1CCN(CC1)C (7-methyl-5-[2-(4-methyl-piperazin-1-yl)-ethoxy]-2-(4-trifluoromethoxy-benzyl)-2,3-dihydro-isoindol). Yield: 18.5%. RXN SMILES: Br[C:2]1[CH:3]=[C:4]2[C:8](=[C:9]([CH3:11])[CH:10]=1)[C:7](=O)[N:6]([CH2:13][C:14]1[CH:19]=[CH:18][C:17]([O:20][C:21]([F:24])([F:23])[F:22])=[CH:16][CH:15]=1)[CH2:5]2.[CH3:25][N:26]1[CH2:31][CH2:30][N:29]([CH2:32][CH2:33][OH:34])[CH2:28][CH2:27]1.C([O-])([O-])=O.[Cs+].[Cs+].C(Cl)(Cl)Cl.CO>C1(C)C=CC=CC=1.CC([O-])=O.CC([O-])=O.[Pd+2]>[CH3:11][C:9]1[CH:10]=[C:2]([O:34][CH2:33][CH2:32][N:29]2[CH2:30][CH2:31][N:26]([CH3:25])[CH2:27][CH2:28]2)[CH:3]=[C:4]2[C:8]=1[CH2:7][N:6]([CH2:13][C:14]1[CH:19]=[CH:18][C:17]([O:20][C:21]([F:23])([F:22])[F:24])=[CH:16][CH:15]=1)[CH2:5]2 |f:2.3.4,5.6,8.9.10|. Procedure details: A mixture of 5-bromo-7-methyl-2-(4-trifluoromethoxy-benzyl)-2,3-dihydro-isoindol-1-one (0.120 g, 0.3 mmol), 2-(4-methyl-piperazin-1yl)-ethanol (0.074 mL, 0.6 mmol), Pd(OAc)2 (0.002 g, 0.006 mmol), and Cs2CO3 (0.195 g, 0.6 mmol) in toluene (3 mL) was stirred at 100° C. for 24 h. Workup and silica gel column chromatography using 5:1 CHCl3-MeOH afforded 7-methyl-5-[2-(4-methyl-piperazin-1-yl)-ethoxy]-2-(4-trifluoromethoxy-benzyl)-2,3-dihydro-isoindol-lone (0.025 g, 18%). 1H NMR (300 MHz, CDCl3): δ ... Reactants: O1CCCC1 (tetrahydrofuran), dimethyl ester, ClC1=CC=C(C=C1)C(CCC(=O)O)(CCC(=O)O)C#N (4-(p-chlorophenyl)-4-cyanopimelic acid), C(#N)C(CCC(=O)O)(CCC(=O)O)C1=CC=CC=C1 (4-cyano-4-phenylpimelic acid), dimethyl ester, CC(C)([O-])C.[K+] (potassium tert-butoxide). The solvent is C(C)(=O)O (acetic acid). Product: C(=O)(OC)C1C(CCC(C1)(C1=CC=CC=C1)C#N)=O (2-carbomethoxy-4-cyano-4-phenylcyclohexanone). Yield: 60.0%. Reaction SMILES: [C:1]([C:3]([C:14]1[CH:19]=[CH:18][CH:17]=[CH:16][CH:15]=1)([CH2:9][CH2:10][C:11]([OH:13])=O)[CH2:4][CH2:5][C:6]([OH:8])=[O:7])#[N:2].Cl[C:21]1C=CC(C(C#N)(CCC(O)=O)CCC(O)=O)=CC=1.O1CCCC1.CC(C)([O-])C.[K+]>C(O)(=O)C>[C:6]([CH:5]1[CH2:4][C:3]([C:1]#[N:2])([C:14]2[CH:19]=[CH:18][CH:17]=[CH:16][CH:15]=2)[CH2:9][CH2:10][C:11]1=[O:13])([O:8][CH3:21])=[O:7] |f:3.4|. Reported procedure: Following the procedure of Example 1, Part B, but substituting 2.0 gm. (0.0069 mole) of the dimethyl ester of 4-cyano-4-phenylpimelic acid (prepared in Part A, above) for the 34.97 gm. of the dimethyl ester of 4-(p-chlorophenyl)-4-cyanopimelic acid and using 45 ml. of the tetrahydrofuran, 1.57 gm. (0.014 mole) of the potassium tert-butoxide, and 10 ml. of the 2.5 N acetic acid instead of the 700 ml., the 24.4 gm., and the 175 ml., respectively, there is thus obtained a residue which upon recryst... Reactants: FC1=C(C=C(C=O)C=C1)OC1=CC=CC=C1 (4-fluoro-3-phenoxybenzaldehyde), [C-]#N.[Na+] (sodium cyanide), S([O-])(O)=O.[Na+] (sodium bisulfite). Solvent: CCOCC (ether), O (water), O (water). Run at time 2 hour. Yields the product C(#N)C(C1=CC(=C(C=C1)F)OC1=CC=CC=C1)O (α-cyano-4-fluoro-3-phenoxybenzyl alcohol). As a reaction SMILES: [F:1][C:2]1[CH:9]=[CH:8][C:5]([CH:6]=[O:7])=[CH:4][C:3]=1[O:10][C:11]1[CH:16]=[CH:15][CH:14]=[CH:13][CH:12]=1.[C-:17]#[N:18].[Na+].S(=O)(O)[O-].[Na+]>CCOCC.O>[C:17]([CH:6]([OH:7])[C:5]1[CH:8]=[CH:9][C:2]([F:1])=[C:3]([O:10][C:11]2[CH:12]=[CH:13][CH:14]=[CH:15][CH:16]=2)[CH:4]=1)#[N:18] |f:1.2,3.4|. Procedure details: To a solution of 4-fluoro-3-phenoxybenzaldehyde (0.39 g, 1.8 mmol) in 25 ml of ether is added 25 ml of water followed by sodium cyanide (0.149 g, 3.04 mmol). The mixture is stirred vigorously while a solution of sodium bisulfite (0.257 g, 2.47 mmol) in 15 ml of water is added over about 5 minutes. The reaction mixture is stirred for two hours. The organic phase is separated, washed with water, dried over calcium sulfate and solvent evaporated to give α-cyano-4-fluoro-3-phenoxybenzyl alcohol Starting materials: OCCCOCc1ccccc1, CCOC(C)=O, CC(C)=O. Product: O=C(O)CCOCc1ccccc1. Reaction SMILES: [CH2:1]([c:2]1[cH:3][cH:4][cH:5][cH:6][cH:7]1)[O:8][CH2:9][CH2:10][CH2:11][OH:12].[CH3:13][CH2:14][O:15][C:16](=[O:17])[CH3:18].[CH3:19][C:20](=[O:21])[CH3:22]>>[CH2:1]([c:2]1[cH:3][cH:4][cH:5][cH:6][cH:7]1)[O:8][CH2:9][CH2:10][C:11](=[O:12])[OH:15].